Dataset: the Open Reaction Database (ORD), a public repository of structured organic reaction records. Task: describe an organic reaction: reactants, conditions, products, and yield Procedure: Benzonitrile 18m (1.2 g, 6.48 mmol) dissolved in 10 ml of ether was added dropwise at 0° C. to LiAlH4 (2 equiv., 493 mg) suspended in diethyl ether (40 ml). The mixture was stirred at room temperature for 24 hours. The reaction was quenched by addition of water and filtrated and the salts were washed with ether. The organic phase was separated, anhydrified and evaporated giving 1 g of an orange oil. Yield=82%. 1HNMR (DMSO, 200 MHz) δ 1.57 (6H, m), 3.06 (4H, m), 3.58 (2H, s), 6.84 (2H, d, J=8.6 H... The reactants are C(C1=CC=CC=C1)#N (Benzonitrile), CCOCC (ether), C(C)OCC (diethyl ether), [H-].[H-].[H-].[H-].[Li+].[Al+3] (LiAlH4). Yield: 82.0%. Reaction conditions: time 24 hour. Reaction SMILES: [C:1](#[N:8])[C:2]1[CH:7]=[CH:6][CH:5]=[CH:4][CH:3]=1.[H-].[H-].[H-].[H-].[Li+].[Al+3].CCO[CH2:18][CH3:19]>>[N:8]1([C:5]2[CH:6]=[CH:7][C:2]([CH2:1][NH2:8])=[CH:3][CH:4]=2)[CH2:19][CH2:18][CH2:3][CH2:2][CH2:1]1 |f:1.2.3.4.5.6|. Yields the product N1(CCCCC1)C1=CC=C(C=C1)CN ((4-(piperidin-1-yl)phenyl)methanamine). Reactants: C(C)NCCCNCC (N,N'-diethyl-1,3-diaminopropane), C(C)OP(=O)(Cl)Cl (ethyldichlorophosphate). The reagents and catalysts are phosphorus amide. Product: C(C)N1P(N(CCC1)CC)(=O)OCC (1,3-diethyl-2-ethoxy-2-oxo-1,3-diaza-2-phosphacyclohexane). Yield: 24.7%. RXN SMILES: [CH2:1]([NH:3][CH2:4][CH2:5][CH2:6][NH:7][CH2:8][CH3:9])[CH3:2].[CH2:10]([O:12][P:13](Cl)(Cl)=[O:14])[CH3:11]>>[CH2:1]([N:3]1[CH2:4][CH2:5][CH2:6][N:7]([CH2:8][CH3:9])[P:13]1([O:12][CH2:10][CH3:11])=[O:14])[CH3:2]. Reported procedure: Substantially the same procedure was followed as in Example 1, with 4.00 grams (30.7 mmol) N,N'-diethyl-1,3-diaminopropane and 5.0 grams (30.7 mmol) ethyldichlorophosphate, to produce 1.67 grams of 1,3-diethyl-2-ethoxy-2-oxo-1,3-diaza-2-phosphacyclohexane, ##STR24## as a phosphorus amide catalyst. Reactants: COC(=O)c1ccc(N2CCCCC2=O)c(C)c1, CO, [Na+], [OH-]. The product is Cc1cc(C(=O)O)ccc1N1CCCCC1=O. Reaction SMILES: [CH3:1][c:2]1[cH:3][c:4]([C:5](=[O:6])[O:7][CH3:8])[cH:9][cH:10][c:11]1[N:12]1[C:13](=[O:18])[CH2:14][CH2:15][CH2:16][CH2:17]1.[CH3:21][OH:22].[Na+:20].[OH-:19]>>[CH3:1][c:2]1[cH:3][c:4]([C:5](=[O:6])[OH:7])[cH:9][cH:10][c:11]1[N:12]1[C:13](=[O:18])[CH2:14][CH2:15][CH2:16][CH2:17]1.